Dataset: the Open Reaction Database (ORD), a public repository of structured organic reaction records. Task: describe an organic reaction: reactants, conditions, products, and yield The reactants are NC1=CC=C(C=C1)CC(C(=O)OC)=O (methyl p-aminophenylpyruvate), BrCCCCCCCCCCCCCCCC (1-bromohexadecane), C([O-])([O-])=O.[K+].[K+] (potassium carbonate), CN(P(=O)(N(C)C)N(C)C)C (hexamethylphosphoramide). Solvent: O (water). The product is C(CCCCCCCCCCCCCCC)NC1=CC=C(C=C1)CC(C(=O)OC)=O (methyl (4-hexadecylaminophenyl)pyruvate). Reaction SMILES: [NH2:1][C:2]1[CH:7]=[CH:6][C:5]([CH2:8][C:9](=[O:14])[C:10]([O:12][CH3:13])=[O:11])=[CH:4][CH:3]=1.Br[CH2:16][CH2:17][CH2:18][CH2:19][CH2:20][CH2:21][CH2:22][CH2:23][CH2:24][CH2:25][CH2:26][CH2:27][CH2:28][CH2:29][CH2:30][CH3:31].C(=O)([O-])[O-].[K+].[K+].CN(C)P(N(C)C)(N(C)C)=O>O>[CH2:31]([NH:1][C:2]1[CH:3]=[CH:4][C:5]([CH2:8][C:9](=[O:14])[C:10]([O:12][CH3:13])=[O:11])=[CH:6][CH:7]=1)[CH2:30][CH2:29][CH2:28][CH2:27][CH2:26][CH2:25][CH2:24][CH2:23][CH2:22][CH2:21][CH2:20][CH2:19][CH2:18][CH2:17][CH3:16] |f:2.3.4|. Reported procedure: A mixture of 0.10 mole of methyl p-aminophenylpyruvate, 0.10 mole of 1-bromohexadecane, and 0.10 mole of anhydrous potassium carbonate in 40 ml. of hexamethylphosphoramide is heated at 80° C. for 20 hrs. The mixture is then cooled, diluted with water and extracted with ether. The ethereal solution is then evaporated, yielding methyl (4-hexadecylaminophenyl)pyruvate. Reactants: FC(C(=O)O)(F)F (Trifluoroacetic acid), C(C)(C)(C)OC(N[C@@H](CC1=CC=C(C=C1)OCC(C)=O)C(N)=O)=O ({(S)-1-carbamoyl-2-[4-(2-oxopropoxy)phenyl]ethyl}carbamic acid tert-butyl ester). Run in ClCCl (dichloromethane). Run at time 1 hour. Product: N[C@H](C(=O)N)CC1=CC=C(C=C1)OCC(C)=O ((S)-2-amino-3-[4-(2-oxopropoxy)phenyl]propionamide). The yield is 24.7%. Reaction SMILES: FC(F)(F)C(O)=O.C(OC(=O)[NH:14][C@H:15]([C:28](=[O:30])[NH2:29])[CH2:16][C:17]1[CH:22]=[CH:21][C:20]([O:23][CH2:24][C:25](=[O:27])[CH3:26])=[CH:19][CH:18]=1)(C)(C)C>ClCCl>[NH2:14][C@@H:15]([CH2:16][C:17]1[CH:22]=[CH:21][C:20]([O:23][CH2:24][C:25](=[O:27])[CH3:26])=[CH:19][CH:18]=1)[C:28]([NH2:29])=[O:30]. Procedure: Trifluoroacetic acid (50 ml) was added to a solution of {(S)-1-carbamoyl-2-[4-(2-oxopropoxy)phenyl]ethyl}carbamic acid tert-butyl ester (2.65 g, 7.88 mmol) in dichloromethane (50 ml). The reaction mixture was stirred for 1 h at room temperature. The solvent was removed in vacuo. The residue was dissolved in dichloromethane (50 ml) and the solvent was removed in vacuo. The latter procedure was repeated once. The crude product was purified by C-18 reversed phase chromatography on a HPLC, using a g...